From a dataset of the Open Reaction Database (ORD), a public repository of structured organic reaction records. describe an organic reaction: reactants, conditions, products, and yield The reactants are C(C)(=O)O (acetic acid), BrC=1C=NC(=C(C(=O)O)C1)Cl (5-bromo-2-chloronicotinic acid), FC(OC1=CC=C(C=C1)O)(F)F (4-trifluoromethoxyphenol), C(=O)([O-])[O-].[K+].[K+] (K2CO3). Solvent: CN(C)C=O (DMF), O (water). Run at temperature 140 celsius. Yields the product BrC=1C=NC(=C(C(=O)O)C1)OC1=CC=C(C=C1)OC(F)(F)F (5-Bromo-2-[4-(trifluoromethoxy)phenoxy]nicotinic Acid). Isolated yield 24.3%. As a reaction SMILES: [Br:1][C:2]1[CH:3]=[N:4][C:5](Cl)=[C:6]([CH:10]=1)[C:7]([OH:9])=[O:8].[F:12][C:13]([F:23])([F:22])[O:14][C:15]1[CH:20]=[CH:19][C:18]([OH:21])=[CH:17][CH:16]=1.C([O-])([O-])=O.[K+].[K+].C(O)(=O)C>CN(C=O)C.O>[Br:1][C:2]1[CH:3]=[N:4][C:5]([O:21][C:18]2[CH:19]=[CH:20][C:15]([O:14][C:13]([F:12])([F:22])[F:23])=[CH:16][CH:17]=2)=[C:6]([CH:10]=1)[C:7]([OH:9])=[O:8] |f:2.3.4|. Procedure details: A mixture of 5-bromo-2-chloronicotinic acid (2.36 g, 10 mmol), 4-trifluoromethoxyphenol (2.14 g, 12 mmol) and K2CO3 (4.14 g, 30 mmol) in DMF (30 mL) was heated at 140° C. for 24 h. After cooling to room temperature the mixture was diluted with water (150 mL) and the pH was adjusted to 6 with acetic acid. The mixture was extracted with EtOAc (3×50 mL) and the combined organic extracts were dried (MgSO4) and evaporated to give an oil. This was triturated with water to give a sticky solid which was...